Dataset: the Open Reaction Database (ORD), a public repository of structured organic reaction records. Task: describe an organic reaction: reactants, conditions, products, and yield Starting materials: BrC1=C(C=CC=C1)I (2-bromoiodobenzene), FC(C1=CC=C(C=C1)B(O)O)(F)F (4-(trifluoromethyl)phenylboronic acid), C([O-])([O-])=O.[Na+].[Na+] (sodium carbonate). Reagents/catalysts: C=1C=CC(=CC1)[P](C=2C=CC=CC2)(C=3C=CC=CC3)[Pd]([P](C=4C=CC=CC4)(C=5C=CC=CC5)C=6C=CC=CC6)([P](C=7C=CC=CC7)(C=8C=CC=CC8)C=9C=CC=CC9)[P](C=1C=CC=CC1)(C=1C=CC=CC1)C=1C=CC=CC1 (tetrakis(triphenylphosphine)palladium). Reaction conditions: temperature 85 celsius, time 32 hour. Yields the product BrC1=C(C=CC=C1)C1=CC=C(C=C1)C(F)(F)F (2-bromo-4′-(trifluoromethyl)biphenyl). The yield is 67.1%. RXN SMILES: [Br:1][C:2]1[CH:7]=[CH:6][CH:5]=[CH:4][C:3]=1I.[F:9][C:10]([F:21])([F:20])[C:11]1[CH:16]=[CH:15][C:14](B(O)O)=[CH:13][CH:12]=1.C(=O)([O-])[O-].[Na+].[Na+]>C1C=CC([P]([Pd]([P](C2C=CC=CC=2)(C2C=CC=CC=2)C2C=CC=CC=2)([P](C2C=CC=CC=2)(C2C=CC=CC=2)C2C=CC=CC=2)[P](C2C=CC=CC=2)(C2C=CC=CC=2)C2C=CC=CC=2)(C2C=CC=CC=2)C2C=CC=CC=2)=CC=1>[Br:1][C:2]1[CH:7]=[CH:6][CH:5]=[CH:4][C:3]=1[C:14]1[CH:15]=[CH:16][C:11]([C:10]([F:21])([F:20])[F:9])=[CH:12][CH:13]=1 |f:2.3.4,^1:31,33,52,71|. Procedure details: An oven dried Schlenk tube was evacuated and backfilled with argon and charged with tetrakis(triphenylphosphine)palladium (289 mg, 0.25 mmol, 5.0 mol %), 2-bromoiodobenzene (0.83 mL, 6.50 mmol), 4-(trifluoromethyl)phenylboronic acid (950 mg, 5.0 mmol), and sodium carbonate (2.86 g, 27.0 mmol). The tube was evacuated and backfilled with argon. To the tube was added (degassed) dimethoxyethane (45 mL), ethanol (2 mL), and water (15 mL) through a rubber septum. The reaction mixture was heated to 85°... Reactants: ClCCl (dichloromethane), CS(=O)(=O)Cl (methanesulfonyl chloride), NC1=CC=C(CN2C(CCC3=C(C=CC(=C23)OC)CC2C(NC(S2)=O)=O)=O)C=C1 (5-[1-(4-aminobenzyl)-8-methoxy-2-oxo-1,2,3,4-tetrahydroquinolin-5-ylmethyl]thiazolidine-2,4-dione), N1=CC=CC=C1 (pyridine). Reaction SMILES: ClCCl.[NH2:4][C:5]1[CH:32]=[CH:31][C:8]([CH2:9][N:10]2[C:19]3[C:14](=[C:15]([CH2:22][CH:23]4[S:27][C:26](=[O:28])[NH:25][C:24]4=[O:29])[CH:16]=[CH:17][C:18]=3[O:20][CH3:21])[CH2:13][CH2:12][C:11]2=[O:30])=[CH:7][CH:6]=1.N1C=CC=CC=1.[CH3:39][S:40](Cl)(=[O:42])=[O:41]>O>[CH3:39][S:40]([NH:4][C:5]1[CH:6]=[CH:7][C:8]([CH2:9][N:10]2[C:19]3[C:14](=[C:15]([CH2:22][CH:23]4[S:27][C:26](=[O:28])[NH:25][C:24]4=[O:29])[CH:16]=[CH:17][C:18]=3[O:20][CH3:21])[CH2:13][CH2:12][C:11]2=[O:30])=[CH:31][CH:32]=1)(=[O:42])=[O:41]. Solvent: O (water). The yield is 92.0%. Product: CS(=O)(=O)NC1=CC=C(CN2C(CCC3=C(C=CC(=C23)OC)CC2C(NC(S2)=O)=O)=O)C=C1 (5-[1-(4-methanesulfonylaminobenzyl)-8-methoxy-2-oxo-1,2,3,4-tetrahydroquinolin-5-ylmethyl]thiazolidine-2,4-dione). Procedure details: To a dichloromethane (20 ml) solution of 1.00 g (0.00243 mM) of 5-[1-(4-aminobenzyl)-8-methoxy-2-oxo-1,2,3,4-tetrahydroquinolin-5-ylmethyl]thiazolidine-2,4-dione were successively added pyridine (2.0 ml) and 0.21 ml (0.0027 mM) of methanesulfonyl chloride under ice cooling with stirring. The mixture was stirred at the same temperature for 30 minutes, and water was added to stop the reaction. The resultant was washed (twice with water and once with saturated sodium chloride solution), dried (magn... Reactants: CC(=O)c1ccc(N2CCN(C(=O)c3ccccc3)CC2)cc1, C1COCCO1, CCO, O=Cc1ccc(C=CC(=O)O)cc1, [K+], [OH-], O. The product is O=C(O)C=Cc1ccc(C=CC(=O)c2ccc(N3CCN(C(=O)c4ccccc4)CC3)cc2)cc1. RXN SMILES: [C:1]([c:2]1[cH:3][cH:4][cH:5][cH:6][cH:7]1)(=[O:8])[N:9]1[CH2:10][CH2:11][N:12]([c:15]2[cH:16][cH:17][c:18]([C:21]([CH3:22])=[O:23])[cH:19][cH:20]2)[CH2:13][CH2:14]1.[CH2:39]1[O:40][CH2:41][CH2:42][O:43][CH2:44]1.[CH3:45][CH2:46][OH:47].[CH:24](=[O:25])[c:26]1[cH:27][cH:28][c:29]([CH:30]=[CH:31][C:32](=[O:33])[OH:34])[cH:35][cH:36]1.[K+:38].[OH-:37].[OH2:48]>>[C:1]([c:2]1[cH:3][cH:4][cH:5][cH:6][cH:7]1)(=[O:8])[N:9]1[CH2:10][CH2:11][N:12]([c:15]2[cH:16][cH:17][c:18]([C:21]([CH:22]=[CH:24][c:26]3[cH:27][cH:28][c:29]([CH:30]=[CH:31][C:32](=[O:33])[OH:34])[cH:35][cH:36]3)=[O:23])[cH:19][cH:20]2)[CH2:13][CH2:14]1. The reactants are CC1=NOC(=C1C1=C(C=CC(=C1)OC)CCC(=O)OCC)C (ethyl 3-[2-(3,5-dimethyl-1,2-oxazol-4-yl)-4-methoxy phenyl]propanoate), B(Br)(Br)Br (boron tribromide). Solvent: ClCCl (dichloromethane). Reaction conditions: temperature 0 celsius, time 30 minute. The product is CC1=NOC(=C1C1=C(C=CC(=C1)O)CCC(=O)OCC)C (Ethyl 3-[2-(3,5-dimethyl-1,2-oxazol-4-yl)-4-hydroxy phenyl]propanoate). The yield is 86.4%. RXN SMILES: [CH3:1][C:2]1[C:6]([C:7]2[CH:12]=[C:11]([O:13]C)[CH:10]=[CH:9][C:8]=2[CH2:15][CH2:16][C:17]([O:19][CH2:20][CH3:21])=[O:18])=[C:5]([CH3:22])[O:4][N:3]=1.B(Br)(Br)Br>ClCCl>[CH3:1][C:2]1[C:6]([C:7]2[CH:12]=[C:11]([OH:13])[CH:10]=[CH:9][C:8]=2[CH2:15][CH2:16][C:17]([O:19][CH2:20][CH3:21])=[O:18])=[C:5]([CH3:22])[O:4][N:3]=1. Procedure: To a 25 mL RB flask fitted with magnetic stirrer was charged with 10 mL of dichloromethane. To the stirred solvent was added ethyl 3-[2-(3,5-dimethyl-1,2-oxazol-4-yl)-4-methoxy phenyl]propanoate (0.120 g, 0.4 mmol). The reaction mixture was cooled to 0° C. and boron tribromide (0.099 g, 0.4 mmol) was added drop wise. After stirred for 30 minutes, the reaction mixture was quenched with ethanol (1 mL) at 0° C. by slow addition. The reaction mixture was concentrated to distill off the solvent; ethy... Reactants: Clc1ccc2nnc(Cl)n2n1, [H-], [Na+], C1CCOC1, O, OC1CCCCC1. Yields the product Clc1nnc2ccc(OC3CCCCC3)nn12. Reaction SMILES: [Cl:10][c:11]1[n:12][n:13][c:14]2[n:15]1[n:16][c:17]([Cl:20])[cH:18][cH:19]2.[H-:1].[Na+:2].[O:22]1[CH2:23][CH2:24][CH2:25][CH2:26]1.[OH2:21].[OH:3][CH:4]1[CH2:5][CH2:6][CH2:7][CH2:8][CH2:9]1>>[O:3]([CH:4]1[CH2:5][CH2:6][CH2:7][CH2:8][CH2:9]1)[c:17]1[n:16][n:15]2[c:11]([Cl:10])[n:12][n:13][c:14]2[cH:19][cH:18]1. The reactants are CCCCO, Clc1nc(Cl)c2[nH]cnc2n1, CCN(CC)CCOC(=O)c1ccc(N)cc1. Product: CCN(CC)CCOC(=O)c1ccc(Nc2nc(Cl)nc3[nH]cnc23)cc1. As a reaction SMILES: [CH2:29]([OH:30])[CH2:31][CH2:32][CH3:33].[Cl:1][c:2]1[n:3][c:4]([Cl:11])[c:5]2[nH:6][cH:7][n:8][c:9]2[n:10]1.[NH2:12][c:13]1[cH:14][cH:15][c:16]([C:17](=[O:18])[O:19][CH2:20][CH2:21][N:22]([CH2:23][CH3:24])[CH2:25][CH3:26])[cH:27][cH:28]1>>[Cl:1][c:2]1[n:3][c:4]([NH:12][c:13]2[cH:14][cH:15][c:16]([C:17](=[O:18])[O:19][CH2:20][CH2:21][N:22]([CH2:23][CH3:24])[CH2:25][CH3:26])[cH:27][cH:28]2)[c:5]2[n:6][cH:7][nH:8][c:9]2[n:10]1.